Dataset: the Open Reaction Database (ORD), a public repository of structured organic reaction records. Task: describe an organic reaction: reactants, conditions, products, and yield The reactants are CN, CCO, S=C=NCC1CC(c2ccc(Cl)cc2)=NO1. Yields the product CNC(=S)NCC1CC(c2ccc(Cl)cc2)=NO1. RXN SMILES: [CH3:17][NH2:18].[CH3:19][CH2:20][OH:21].[N:1](=[C:2]=[S:3])[CH2:4][CH:5]1[CH2:6][C:7]([c:10]2[cH:11][cH:12][c:13]([Cl:16])[cH:14][cH:15]2)=[N:8][O:9]1>>[NH:1]([C:2](=[S:3])[NH:18][CH3:17])[CH2:4][CH:5]1[CH2:6][C:7]([c:10]2[cH:11][cH:12][c:13]([Cl:16])[cH:14][cH:15]2)=[N:8][O:9]1. Reactants: CCOCC (Ether), NCCNC1=NC=CC=C1 (2-(2-Aminoethylamino)pyridine), ClC1=NC=CC=N1 (2-chloropyrimidine), C(CN)N (ethylenediamine), N1N=NC2=C1C=CC=C2C(=[NH2+])N (benzotriazole carboxamidinium), CCN(C(C)C)C(C)C (DIEA). Run in C(C)#N (acetonitrile). Product: N1=C(C=CC=C1)NCCNC1=NC=CC(=N1)C1=CC=C(C(=O)N)C=C1 (4-(2-{[2-(2-pyridylamino)ethyl]amino}pyrimidin-4-yl)benzamide). As a reaction SMILES: [NH2:1][CH2:2][CH2:3][NH:4][C:5]1[CH:10]=[CH:9][CH:8]=[CH:7][N:6]=1.Cl[C:12]1[N:17]=[CH:16][CH:15]=[CH:14][N:13]=1.C(N)CN.N1[C:26]2[CH:27]=[CH:28][CH:29]=[C:30]([C:31]([NH2:33])=[NH2+])[C:25]=2N=N1.CCN(C(C)C)C(C)C.CC[O:45]CC>C(#N)C>[N:6]1[CH:7]=[CH:8][CH:9]=[CH:10][C:5]=1[NH:4][CH2:3][CH2:2][NH:1][C:12]1[N:17]=[C:16]([C:27]2[CH:28]=[CH:29][C:30]([C:31]([NH2:33])=[O:45])=[CH:25][CH:26]=2)[CH:15]=[CH:14][N:13]=1. Procedure: 2-(2-Aminoethylamino)pyridine (prepared from 2-chloropyrimidine and ethylenediamine in accordance with the method described in T. Mega et al., 1988, Bull. Chem. Soc. Japan 61:4315, which is incorporated herein by reference) (6 mmol) was treated wit benzotriazole carboxamidinium 4-methylbenzenesulfonatesulfonate (2.0 g, 6 mmol) and DIEA (1.05 ml, 6 mmol) in anhydrous acetonitrile (10 ml) for 65 hours. Ether (ca. 10 ml) was then added to this mixture. After 8 hours the white solid amino[2-(2-pyrid...